From a dataset of the Open Reaction Database (ORD), a public repository of structured organic reaction records. describe an organic reaction: reactants, conditions, products, and yield The reactants are CCOC(=O)CCCCCCBr, CN(C)C=O, OC(c1ccc(F)cc1)(c1ccc(F)cc1)C1CCNCC1, [I-], [K+], [Na+], [Na+], O=C([O-])[O-]. As a reaction SMILES: [Br:23][CH2:24][CH2:25][CH2:26][CH2:27][CH2:28][CH2:29][C:30](=[O:31])[O:32][CH2:33][CH3:34].[CH3:43][N:44]([CH3:45])[CH:46]=[O:47].[F:1][c:2]1[cH:3][cH:4][c:5]([C:8]([OH:9])([CH:10]2[CH2:11][CH2:12][NH:13][CH2:14][CH2:15]2)[c:16]2[cH:17][cH:18][c:19]([F:22])[cH:20][cH:21]2)[cH:6][cH:7]1.[I-:42].[K+:41].[Na+:35].[Na+:36].[O-:37][C:38](=[O:39])[O-:40]>>[F:1][c:2]1[cH:3][cH:4][c:5]([C:8]([OH:9])([CH:10]2[CH2:11][CH2:12][N:13]([CH2:24][CH2:25][CH2:26][CH2:27][CH2:28][CH2:29][C:30](=[O:31])[O:32][CH2:33][CH3:34])[CH2:14][CH2:15]2)[c:16]2[cH:17][cH:18][c:19]([F:22])[cH:20][cH:21]2)[cH:6][cH:7]1. The product is CCOC(=O)CCCCCCN1CCC(C(O)(c2ccc(F)cc2)c2ccc(F)cc2)CC1. The reactants are FC=1C=C(C=C(C1)OC(C(F)F)(F)F)[C@@](CC=1N=NN(N1)C(C1=CC=CC=C1)(C1=CC=CC=C1)C1=CC=CC=C1)(C1=CC=C(C=C1)F)N[S@](=O)C(C)(C)C ((R)—N—((R)-1-(3-fluoro-5-(1,1,2,2-tetrafluoroethoxy)phenyl)-1-(4-fluorophenyl)-2-(2-trityl-2H-tetrazol-5-yl)ethyl)-2-methylpropane-2-sulfinamide), Cl (HCl). Solvent: CO (MeOH), O1CCOCC1 (dioxane). Conditions: time 20 minute. Yields the product FC=1C=C(C=C(C1)OC(C(F)F)(F)F)[C@](CC=1N=NNN1)(N)C1=CC=C(C=C1)F ((R)-1-(3-fluoro-5-(1,1,2,2-tetrafluoroethoxy)phenyl)-1-(4-fluorophenyl)-2-(2H-tetrazol-5-yl)ethanamine). Reaction SMILES: [F:1][C:2]1[CH:3]=[C:4]([C@:15]([NH:48][S@@](C(C)(C)C)=O)([C:41]2[CH:46]=[CH:45][C:44]([F:47])=[CH:43][CH:42]=2)[CH2:16][C:17]2[N:18]=[N:19][N:20](C(C3C=CC=CC=3)(C3C=CC=CC=3)C3C=CC=CC=3)[N:21]=2)[CH:5]=[C:6]([O:8][C:9]([F:14])([F:13])[CH:10]([F:12])[F:11])[CH:7]=1.Cl>CO.O1CCOCC1>[F:1][C:2]1[CH:3]=[C:4]([C@@:15]([C:41]2[CH:42]=[CH:43][C:44]([F:47])=[CH:45][CH:46]=2)([NH2:48])[CH2:16][C:17]2[N:18]=[N:19][NH:20][N:21]=2)[CH:5]=[C:6]([O:8][C:9]([F:14])([F:13])[CH:10]([F:11])[F:12])[CH:7]=1. Procedure details: To a solution of (R)—N—((R)-1-(3-fluoro-5-(1,1,2,2-tetrafluoroethoxy)phenyl)-1-(4-fluorophenyl)-2-(2-trityl-2H-tetrazol-5-yl)ethyl)-2-methylpropane-2-sulfinamide (60 mg, 0.079 mmol) in MeOH (3 mL) was added 4 N HCl in dioxane (1 mL). The reaction mixture was stirred at room temperature for 20 min, then concentrated to yield (R)-1-(3-fluoro-5-(1,1,2,2-tetrafluoroethoxy)phenyl)-1-(4-fluorophenyl)-2-(2H-tetrazol-5-yl)ethanamine. LCMS: RT=2.66 min [M+H] 418.55 (Phenomenex Luna C18 4.6×50 mm column, ... Starting materials: C([O-])([O-])=O.[K+].[K+] (potassium carbonate), [I-] (iodide), O (water), OC=1C(=CC2=CC(=CC=C2C1)O)C(=O)OCC (ethyl 3,7-dihydroxy-2-naphthoate), ester, [I-] (iodide). Solvent: CN(C=O)C (dimethylforamide), C(C)(=O)OCC (ethyl acetate). Reaction conditions: temperature 55 celsius. Yields the product CC(=O)CC(=O)CC(=O)O (triacetate), 17. The yield is 65.0%. RXN SMILES: [OH:1][C:2]1[C:3]([C:13]([O:15]CC)=[O:14])=CC2[C:10]([CH:11]=1)=[CH:9]C=C(O)C=2.[I-].C(=O)([O-])[O-:20].[K+].[K+].O>CN(C)C=O.C(OCC)(=O)C>[CH3:9][C:10]([CH2:11][C:2]([CH2:3][C:13]([OH:15])=[O:14])=[O:1])=[O:20] |f:2.3.4|. Procedure: A solution of ethyl 3,7-dihydroxy-2-naphthoate (62 mg, 0.26 mmole) (the acid was obtained from Aldrich and it was converted to the ester using standard techniques) 2 mg, and iodide 2 (242 mg) in dimethylforamide (0.5 ml) was heated at 55° C. with potassium carbonate (175 mg) for 4 hours. An additional amount of the iodide 2 (80 mg) was added to the mixture which was heated at 55° C. overnight. The mixture was worked up with water (50 ml) and ethyl acetate (2×75 ml). The ethyl acetate extracts we...